From a dataset of the Open Reaction Database (ORD), a public repository of structured organic reaction records. describe an organic reaction: reactants, conditions, products, and yield The reactants are CN1C2(CC2)CC[C@H]1COC1OCCCC1 ((5S)-4-methyl-5-((tetrahydro-2H-pyran-2-yloxy)methyl)-4-azaspiro[2.4]heptane), CC1=CC=C(C=C1)S(=O)(=O)O (4-methyl-benzenesulfonic acid). Run in CO (methanol). Reaction conditions: temperature 50 celsius, time 8 hour. Yields the product CN1C2(CC2)CC[C@H]1CO ((5S)-4-methyl-5-(hydroxymethyl)-4-azaspiro[2.4]heptane). Yield: 79.8%. Reaction SMILES: [CH3:1][N:2]1[C@H:8]([CH2:9][O:10]C2CCCCO2)[CH2:7][CH2:6][C:3]21[CH2:5][CH2:4]2.CC1C=CC(S(O)(=O)=O)=CC=1>CO>[CH3:1][N:2]1[C@H:8]([CH2:9][OH:10])[CH2:7][CH2:6][C:3]21[CH2:5][CH2:4]2. Procedure details: To a mixture of (5S)-4-methyl-5-((tetrahydro-2H-pyran-2-yloxy)methyl)-4-azaspiro[2.4]heptane (64 mg, 0.284 mmol) in 10 mL of methanol was added 4-methyl-benzenesulfonic acid (97.8 mg, 0.568 mmol, Aldrich). The reaction mixture was stirred at 50° C. overnight, and then concentrated in vacuo. The residue was treated with 10 mL of saturated Na2CO3 aqueous solution, and extracted with dichloromethane (20 mL×3). The combined organic phases were dried over Na2SO4 and concentrated in vacuo to give the ... Reactants: C([C@H](O)C1=CC=CC=C1)(=O)O (D-(-)-mandelic acid), C(C1=CC=CC=C1)N1CC(CC1)O (1-benzyl-3-hydroxypyrrolidine). The solvent is CC(=O)C (acetone). Reaction conditions: time 8 hour. Yields the product C(C(O)C1=CC=CC=C1)(=O)[O-] (mandelate), C(C1=CC=CC=C1)N1C[C@H](CC1)O ((S)-(-)-1-benzyl-3-hydroxypyrrolidine). As a reaction SMILES: [C:1]([OH:11])(=[O:10])[C@@H:2]([C:4]1[CH:9]=[CH:8][CH:7]=[CH:6][CH:5]=1)[OH:3].[CH2:12]([N:19]1[CH2:23][CH2:22][CH:21]([OH:24])[CH2:20]1)[C:13]1[CH:18]=[CH:17][CH:16]=[CH:15][CH:14]=1>CC(C)=O>[C:1]([O-:11])(=[O:10])[CH:2]([C:4]1[CH:9]=[CH:8][CH:7]=[CH:6][CH:5]=1)[OH:3].[CH2:12]([N:19]1[CH2:23][CH2:22][C@H:21]([OH:24])[CH2:20]1)[C:13]1[CH:14]=[CH:15][CH:16]=[CH:17][CH:18]=1. Procedure: In 66 ml of acetone were dissolved 17.7 g of dl-1-benzyl-3-hydroxypyrrolidine and 15.2 g of D-(-)-mandelic acid with heating and the solution was allowed to stand overnight at 4° C. to deposit crystals. Then, 8.5 g of the crystals thus deposited were collected and recrystallized from 26 ml of acetone to provide 5.1 g of D-(-) -mandelate of (S)-(-)-1-benzyl-3-hydroxypyrrolidine. The specific rotation [α]D20 was -45.5° C. (c=1, methanol). When the recrystallization was further repeated, the specif... Reactants: NC1=C(C(=NN1)NC1=CC=C(C(=O)O)C=C1)C(N)=O (4-((5-amino-4-carbamoyl-1H-pyrazol-3-yl)amino)benzoic acid), OC1=CC=C(C=O)C=C1 (4-hydroxybenzaldehyde). Reagents/catalysts: N1CCCCC1 (piperidine). The solvent is CCO (EtOH). Yields the product C(N)(=O)C=1C(=NNC1N=CC1=CC=C(C=C1)O)NC1=CC=C(C(=O)O)C=C1 (4-((4-carbamoyl-5-((4-hydroxybenzylidene)amino)-1H-pyrazol-3-yl)amino)benzoic acid). RXN SMILES: [NH2:1][C:2]1[NH:6][N:5]=[C:4]([NH:7][C:8]2[CH:16]=[CH:15][C:11]([C:12]([OH:14])=[O:13])=[CH:10][CH:9]=2)[C:3]=1[C:17](=[O:19])[NH2:18].[OH:20][C:21]1[CH:28]=[CH:27][C:24]([CH:25]=O)=[CH:23][CH:22]=1>CCO.N1CCCCC1>[C:17]([C:3]1[C:4]([NH:7][C:8]2[CH:16]=[CH:15][C:11]([C:12]([OH:14])=[O:13])=[CH:10][CH:9]=2)=[N:5][NH:6][C:2]=1[N:1]=[CH:25][C:24]1[CH:27]=[CH:28][C:21]([OH:20])=[CH:22][CH:23]=1)(=[O:19])[NH2:18]. Reported procedure: 4-((5-amino-4-carbamoyl-1H-pyrazol-3-yl)amino)benzoic acid was then suspended in 8 mL EtOH and 4-hydroxybenzaldehyde (325 mg, 1 eq.) and piperidine (4 drops) were added. Stirred at reflux until intermediate was absent (HPLC). After reaction was complete (18 hrs) it was brought to room temperature and filtered to obtain 4-((4-carbamoyl-5-((4-hydroxybenzylidene)amino)-1H-pyrazol-3-yl)amino)benzoic acid as a yellow powder. Powder was washed with EtOH to remove any excess 4-hydroxybenzaldehyde. Prod... As a reaction SMILES: [CH3:1][O:2][CH2:3][CH2:4][O:5][CH2:6][C:7]([CH2:8][C:9](=[O:10])[O:11][CH2:12][CH3:13])=[O:14].[CH3:23][CH2:24][O:25][C:26]([CH3:27])=[O:28].[Cl:20][CH2:21][Cl:22].[S:15]([Cl:16])(=[O:17])([Cl:18])=[O:19]>>[CH3:1][O:2][CH2:3][CH2:4][O:5][CH2:6][C:7]([CH:8]([C:9](=[O:10])[O:11][CH2:12][CH3:13])[Cl:18])=[O:14]. Product: CCOC(=O)C(Cl)C(=O)COCCOC. Starting materials: CCOC(=O)CC(=O)COCCOC, CCOC(C)=O, ClCCl, O=S(=O)(Cl)Cl. Starting materials: FC(S(=O)(=O)OC=1C=CC=2C[C@@H]3[C@@H]4CCCC[C@@]4(C2C1)CCN3)(F)F (3-(trifluoromethanesulfonyloxy)morphinan), TEA, C(C1=CC=CC=C1)Br (benzyl bromide). Solvent: C(Cl)Cl (CH2Cl2). Reaction conditions: time 5 hour. Product: C(C1=CC=CC=C1)N1[C@H]2[C@@H]3CCCC[C@@]3(C=3C=C(C=CC3C2)OS(=O)(=O)C(F)(F)F)CC1 (N-benzyl-3-(trifluoromethanesulfonyloxy)morphinan). Isolated yield 84.3%. As a reaction SMILES: [F:1][C:2]([F:25])([F:24])[S:3]([O:6][C:7]1[CH:8]=[CH:9][C:10]2[CH2:11][C@H:12]3[NH:23][CH2:22][CH2:21][C@@:18]4([C:19]=2[CH:20]=1)[C@H:13]3[CH2:14][CH2:15][CH2:16][CH2:17]4)(=[O:5])=[O:4].[CH2:26](Br)[C:27]1[CH:32]=[CH:31][CH:30]=[CH:29][CH:28]=1>C(Cl)Cl>[CH2:26]([N:23]1[CH2:22][CH2:21][C@@:18]23[C:19]4[CH:20]=[C:7]([O:6][S:3]([C:2]([F:1])([F:24])[F:25])(=[O:5])=[O:4])[CH:8]=[CH:9][C:10]=4[CH2:11][C@@H:12]1[C@@H:13]2[CH2:14][CH2:15][CH2:16][CH2:17]3)[C:27]1[CH:32]=[CH:31][CH:30]=[CH:29][CH:28]=1. Procedure: To a solution of compound 38 (50 mg, 0.13 mmol) and TEA (74 μL, 0.53 mmol) in dry CH2Cl2 (2 mL) was slowly added benzyl bromide (32 μL, 0.27 mmol) at 0° C. and stirred for 5 h. Solvent was removed under reduced pressure. The crude product was purified on a silica gel column chromatography (90:5 CH2Cl2/MeOH) to give a colorless oil (51 mg, 84% yield): 1H NMR (300 MHz, CDCl3) 1.05˜1.72 (m, 9H); 1.74˜1.85 (m, 1H); 1.90˜1.94 (m, 1H); 1.96˜2.05 (m, 1H); 2.31 (d, J=13.0 Hz, 1H); 2.48˜2.52 (m, 1H); 2.8...